From a dataset of the Open Reaction Database (ORD), a public repository of structured organic reaction records. describe an organic reaction: reactants, conditions, products, and yield Reported procedure: 332 mg (1 mM) of 1,4-dihydro-2,6-dimethyl-5-methoxycarbonyl-4-(3-nitrophenyl)pyridine-3-carboxylic acid together with 215 mg (1 mM) of (E)-3-{6-(1-imidazolylmethyl)pyridine-2-yl}-2-propen-1-ol, 248 mg (1.2 mM) of dicyclohexylcarbodiimide and 134 mg (1.1 mM) of 4-N,N-dimethylaminopyridine were dissolved in 5 ml of toluene, while heating, and refluxed for six hours. The solution was cooled to room temperature, and the crystals produced were filtered off. The filtrate was washed with water and drie... Solvent: C1(=CC=CC=C1)C (toluene). Product: CC=1NC(=C(C(C1C(=O)OC\C=C\C1=NC(=CC=C1)CC=1NC=CN1)C1=CC(=CC=C1)[N+](=O)[O-])C(=O)OC)C ((E)-3-[6-(1-imidazolylmethyl)pyridine-2-yl]-2-propen-1-yl methyl 1,4-dihydro-2,6-dimethyl-4-(3-nitrophenyl)pyridine-3,5-dicarboxylate). The reactants are CC=1NC(=C(C(C1C(=O)O)C1=CC(=CC=C1)[N+](=O)[O-])C(=O)OC)C (1,4-dihydro-2,6-dimethyl-5-methoxycarbonyl-4-(3-nitrophenyl)pyridine-3-carboxylic acid), N1C(=NC=C1)CC1=CC=CC(=N1)/C=C/CO ((E)-3-{6-(1-imidazolylmethyl)pyridine-2-yl}-2-propen-1-ol), C1(CCCCC1)N=C=NC1CCCCC1 (dicyclohexylcarbodiimide), 4-N,N-dimethylaminopyridine. Reaction SMILES: [CH3:1][C:2]1[NH:3][C:4]([CH3:24])=[C:5]([C:20]([O:22][CH3:23])=[O:21])[CH:6]([C:11]2[CH:16]=[CH:15][CH:14]=[C:13]([N+:17]([O-:19])=[O:18])[CH:12]=2)[C:7]=1[C:8]([OH:10])=[O:9].[NH:25]1[CH:29]=[CH:28][N:27]=[C:26]1[CH2:30][C:31]1[N:36]=[C:35](/[CH:37]=[CH:38]/[CH2:39]O)[CH:34]=[CH:33][CH:32]=1.C1(N=C=NC2CCCCC2)CCCCC1>C1(C)C=CC=CC=1>[CH3:1][C:2]1[NH:3][C:4]([CH3:24])=[C:5]([C:20]([O:22][CH3:23])=[O:21])[CH:6]([C:11]2[CH:16]=[CH:15][CH:14]=[C:13]([N+:17]([O-:19])=[O:18])[CH:12]=2)[C:7]=1[C:8]([O:10][CH2:39]/[CH:38]=[CH:37]/[C:35]1[CH:34]=[CH:33][CH:32]=[C:31]([CH2:30][C:26]2[NH:25][CH:29]=[CH:28][N:27]=2)[N:36]=1)=[O:9]. Reactants: potassium tert.-butylate, Cl (hydrochloric acid), [N+](=O)([O-])C=1SC=CC1 (2-nitrothiophene), C1(=CC=CC=C1)NSC1=CC=CC=C1 (N-phenylbenzenesulphenamide). Run in CN(C=O)C (dimethylformamide), CN(C=O)C (dimethylformamide). Run at time 15 minute. Yields the product C1(=CC=CC=C1)NC=1SC(=CC1)[N+](=O)[O-] (N-phenyl-5-nitro-2-thienylamine), C1(=CC=CC=C1)NC1=C(SC=C1)[N+](=O)[O-] (N-phenyl-2-nitro-3-thienylamine). Yield: 15.0%. As a reaction SMILES: [N+:1]([C:4]1[S:5][CH:6]=[CH:7][CH:8]=1)([O-:3])=[O:2].[C:9]1([NH:15]SC2C=CC=CC=2)[CH:14]=[CH:13][CH:12]=[CH:11][CH:10]=1.Cl>CN(C)C=O>[C:9]1([NH:15][C:6]2[S:5][C:4]([N+:1]([O-:3])=[O:2])=[CH:8][CH:7]=2)[CH:14]=[CH:13][CH:12]=[CH:11][CH:10]=1.[C:9]1([NH:15][C:8]2[CH:7]=[CH:6][S:5][C:4]=2[N+:1]([O-:3])=[O:2])[CH:14]=[CH:13][CH:12]=[CH:11][CH:10]=1. Procedure details: 2.9 g of 2-nitrothiophene and 4 g of N-phenylbenzenesulphenamide, dissolved in 10 ml of dimethylformamide, are added dropwise to a stirred solution of 6 g of potassium tert.-butylate in 60 ml of dimethylformamide, while the temperature is kept at about -20° C. The mixture is stirred for a further 15 minutes; then an excess of dilute hydrochloric acid is added to the mixture, after which it is treated in the same way as described in Example 1. The crude product is separated by column chromatograp... The reactants are FC=1C(=C(C(=CC1O[C@@H]1COCC1)C)C1=CC(=CC=C1)COC1=CC2=C([C@@H](CO2)CC(=O)OC)C=C1)C (methyl 2-((S)-6-((3′-fluoro-2′,6′-dimethyl-4′-(((S)-tetrahydrofuran-3-yl)oxy)biphenyl-3-yl)methoxy)-2,3-dihydrobenzofuran-3-yl)acetate), [OH-].[Li+] (lithium hydroxide). Run in mixture, CO (methanol), O1CCCC1 (tetrahydrofuran). Reaction conditions: time 2 hour. Product: FC=1C(=C(C(=CC1O[C@@H]1COCC1)C)C1=CC(=CC=C1)COC1=CC2=C([C@@H](CO2)CC(=O)O)C=C1)C (2-((S)-6-((3′-fluoro-2′,6′-dimethyl-4′-(((S)-tetrahydrofuran-3-yl)oxy)biphenyl-3-yl)methoxy)-2,3-dihydrobenzofuran-3-yl)acetic acid). Yield: 57.5%. Reaction SMILES: [F:1][C:2]1[C:3]([CH3:37])=[C:4]([C:15]2[CH:20]=[CH:19][CH:18]=[C:17]([CH2:21][O:22][C:23]3[CH:36]=[CH:35][C:26]4[C@H:27]([CH2:30][C:31]([O:33]C)=[O:32])[CH2:28][O:29][C:25]=4[CH:24]=3)[CH:16]=2)[C:5]([CH3:14])=[CH:6][C:7]=1[O:8][C@H:9]1[CH2:13][CH2:12][O:11][CH2:10]1.[OH-].[Li+]>CO.O1CCCC1>[F:1][C:2]1[C:3]([CH3:37])=[C:4]([C:15]2[CH:20]=[CH:19][CH:18]=[C:17]([CH2:21][O:22][C:23]3[CH:36]=[CH:35][C:26]4[C@H:27]([CH2:30][C:31]([OH:33])=[O:32])[CH2:28][O:29][C:25]=4[CH:24]=3)[CH:16]=2)[C:5]([CH3:14])=[CH:6][C:7]=1[O:8][C@H:9]1[CH2:13][CH2:12][O:11][CH2:10]1 |f:1.2|. Reported procedure: Methyl 2-((S)-6-((3′-fluoro-2′,6′-dimethyl-4′-(((S)-tetrahydrofuran-3-yl)oxy) biphenyl-3-yl)methoxy)-2,3-dihydrobenzofuran-3-yl)acetate 19d (150 mg, 0.30 mmol) was dissolved in 4 mL of a mixture of the solvents of methanol and tetrahydrofuran (V/V=1:1), followed by addition of 1M aqueous lithium hydroxide solution (1.5 mL, 1.50 mmol). The reaction solution was stirred for 2 hours. The resulting solution was concentrated under reduced pressure, mixed with 10 mL of water, 1M hydrochloric acid was ... Reaction SMILES: [CH3:1][c:2]1[cH:3][cH:4][c:5](-[c:8]2[c:9]([C:14](=[O:15])[O:16][CH3:17])[cH:10][cH:11][cH:12][cH:13]2)[cH:6][cH:7]1.[CH3:20][OH:21].[K+:19].[OH-:18].[OH2:22]>>[CH3:1][c:2]1[cH:3][cH:4][c:5](-[c:8]2[c:9]([C:14](=[O:15])[OH:16])[cH:10][cH:11][cH:12][cH:13]2)[cH:6][cH:7]1. Product: Cc1ccc(-c2ccccc2C(=O)O)cc1. Starting materials: COC(=O)c1ccccc1-c1ccc(C)cc1, CO, [K+], [OH-], O. Reactants: CS(=O)(=O)O.OCCCN1C(NC2=C1C=CC=C2)=O (1,3-dihydro-1-(3-hydroxypropyl)-2H-benzimidazol-2-one methanesulfonate), FC1=CC=C(C=C1)C(N1CCNCC1)C1=CC=C(C=C1)F (1-[bis(p-fluorophenyl)methyl]piperazine), C([O-])([O-])=O.[Na+].[Na+] (sodium carbonate), CC(CC(C)=O)C (4-methyl-2-pentanone). Run in O (water). Product: N1C(NC2=C1C=CC=C2)=O (1,3-dihydro-2H-benzimidazol-2-one). Reaction SMILES: CS(O)(=O)=O.OCCC[N:10]1[C:14]2[CH:15]=[CH:16][CH:17]=[CH:18][C:13]=2[NH:12][C:11]1=[O:19].FC1C=CC(C(C2C=CC(F)=CC=2)N2CCNCC2)=CC=1.C(=O)([O-])[O-].[Na+].[Na+].CC(C)CC(=O)C>O>[NH:10]1[C:14]2[CH:15]=[CH:16][CH:17]=[CH:18][C:13]=2[NH:12][C:11]1=[O:19] |f:0.1,3.4.5|. Procedure: A mixture of 2.7 parts of 1,3-dihydro-1-(3-hydroxypropyl)-2H-benzimidazol-2-one methanesulfonate, 2.88 parts of 1-[bis(p-fluorophenyl)methyl]piperazine, 2.66 parts of sodium carbonate and 100 parts of 4-methyl-2-pentanone is stirred and refluxed overnight. After cooling, water is added and the layers are separated. The organic phase is dried, filtered and evaporated. The residue is purified by column-chromatography over silica gel using a mixture of trichloromethane and 5% of methanol as eluent.... Isolated yield 88.0%. The product is FC(C=1C=C(CNCC2=C(C=CC(=C2)C(F)(F)F)N(CC)CCCC)C=C(C1)C(F)(F)F)(F)F ({2-[(3,5-bis-trifluoromethyl-benzylamino)-methyl]-4-trifluoromethyl-phenyl}-butyl-ethyl-amine). Run in ClCCCl (1,2-dichloroethane), C(Cl)Cl (methylene chloride). Starting materials: triacetoxy sodium borohydride, C(CCC)N(C1=C(C=O)C=C(C=C1)C(F)(F)F)CC (2-(Butyl-ethyl-amino)-5-trifluoromethyl-benzaldehyde), FC(C=1C=C(CN)C=C(C1)C(F)(F)F)(F)F (3,5-bis-trifluoromethyl-benzylamine), C(C)(=O)O (acetic acid), [OH-].[Na+] (sodium hydroxide). Conditions: time 2 hour. As a reaction SMILES: [CH2:1]([N:5]([CH2:18][CH3:19])[C:6]1[CH:13]=[CH:12][C:11]([C:14]([F:17])([F:16])[F:15])=[CH:10][C:7]=1[CH:8]=O)[CH2:2][CH2:3][CH3:4].[F:20][C:21]([F:35])([F:34])[C:22]1[CH:23]=[C:24]([CH:27]=[C:28]([C:30]([F:33])([F:32])[F:31])[CH:29]=1)[CH2:25][NH2:26].C(O)(=O)C.[OH-].[Na+]>ClCCCl.C(Cl)Cl>[F:20][C:21]([F:34])([F:35])[C:22]1[CH:23]=[C:24]([CH:27]=[C:28]([C:30]([F:33])([F:31])[F:32])[CH:29]=1)[CH2:25][NH:26][CH2:8][C:7]1[CH:10]=[C:11]([C:14]([F:17])([F:16])[F:15])[CH:12]=[CH:13][C:6]=1[N:5]([CH2:1][CH2:2][CH2:3][CH3:4])[CH2:18][CH3:19] |f:3.4|. Procedure: 2-(Butyl-ethyl-amino)-5-trifluoromethyl-benzaldehyde (6.5 g), 3,5-bis-trifluoromethyl-benzylamine (7.52 g), acetic acid (2.04 ml) are dissolved in 1,2-dichloroethane (50 ml), and thereto is added triacetoxy sodium borohydride (10.1 g) at room temperature and the mixture is stirred for 2 hours. To the reaction solution are added 1N-aqueous sodium hydroxide solution and methylene chloride, and the mixture is separated, and the organic layer is washed with a saturated brine and dried over magnesium...